From a dataset of the Open Reaction Database (ORD), a public repository of structured organic reaction records. describe an organic reaction: reactants, conditions, products, and yield Reactants: C1(CCCCC1)N=C=NC1CCCCC1 (N,N'-Dicyclohexylcarbodiimide), NN1C(=CC=C1)C(C1=CC=CC=C1)=O (1-amino-2-benzoylpyrrole), C(=O)(OCC1=CC=CC=C1)NCC(=O)O (carbobenzyloxyglycine). Solvent: ClCCl (dichloromethane). Reaction conditions: time 2.5 hour. Yields the product C(=O)(OCC1=CC=CC=C1)NCC(=O)NN1C(=CC=C1)C(C1=CC=CC=C1)=O (1-[(Carbobenzyloxyamino)acetamido]-2-benzoylpyrrole). Isolated yield 88.7%. RXN SMILES: C1(N=C=NC2CCCCC2)CCCCC1.[NH2:16][N:17]1[CH:21]=[CH:20][CH:19]=[C:18]1[C:22](=[O:29])[C:23]1[CH:28]=[CH:27][CH:26]=[CH:25][CH:24]=1.[C:30]([NH:40][CH2:41][C:42](O)=[O:43])([O:32][CH2:33][C:34]1[CH:39]=[CH:38][CH:37]=[CH:36][CH:35]=1)=[O:31]>ClCCl>[C:30]([NH:40][CH2:41][C:42]([NH:16][N:17]1[CH:21]=[CH:20][CH:19]=[C:18]1[C:22](=[O:29])[C:23]1[CH:24]=[CH:25][CH:26]=[CH:27][CH:28]=1)=[O:43])([O:32][CH2:33][C:34]1[CH:39]=[CH:38][CH:37]=[CH:36][CH:35]=1)=[O:31]. Procedure details: N,N'-Dicyclohexylcarbodiimide (2.32 g, 11.2 mmol) was added in one portion to a stirred solution of 1-amino-2-benzoylpyrrole (2.1 g, 11.2 mmol) and carbobenzyloxyglycine (2.36 g, 11.2 mmol) in 70 ml of dichloromethane. The reaction mixture was stirred rapidly for 2.5 hours at room temperature and thereafter filtered to remove the precipitated dicyclohexylurea. Evaporation of the filtrate left 4.7 g of a semi-solid which was flash chromatographed (silica gel, 1:1 ethyl acetate-hexane) to give 3.7... Yields the product FC=1C=C(C=CC1)C=1NC2=CC=C(C=C2C1CCCN1CCC(CC1)C=1C=C(C=CC1)NC(C(C)C)=O)OC (N-[3-(1-{3-[2-(3-FLUOROPHENYL)-5-METHOXY-1H-INDOL-3-YL]PROPYL}-4-PIPERIDINYL)PHENYL]-2-METHYLPROPANAMIDE). Procedure: Prepared by Procedure E and Scheme M using N-(3-{1-[5-(3-fluorophenyl)-5-oxopentyl]-4-piperidinyl}phenyl)-2-methylpropanamide and 4-methoxyphenylhydrazine hydrochloride: ESMS m/e: 528.2 (M+H)+. RXN SMILES: [F:1][C:2]1[CH:3]=[C:4]([C:8](=O)[CH2:9][CH2:10][CH2:11][CH2:12][N:13]2[CH2:18][CH2:17][CH:16]([C:19]3[CH:20]=[C:21]([NH:25][C:26](=[O:30])[CH:27]([CH3:29])[CH3:28])[CH:22]=[CH:23][CH:24]=3)[CH2:15][CH2:14]2)[CH:5]=[CH:6][CH:7]=1.Cl.[CH3:33][O:34][C:35]1[CH:40]=[CH:39][C:38]([NH:41]N)=[CH:37][CH:36]=1>>[F:1][C:2]1[CH:3]=[C:4]([C:8]2[NH:41][C:38]3[C:39]([C:9]=2[CH2:10][CH2:11][CH2:12][N:13]2[CH2:18][CH2:17][CH:16]([C:19]4[CH:20]=[C:21]([NH:25][C:26](=[O:30])[CH:27]([CH3:28])[CH3:29])[CH:22]=[CH:23][CH:24]=4)[CH2:15][CH2:14]2)=[CH:40][C:35]([O:34][CH3:33])=[CH:36][CH:37]=3)[CH:5]=[CH:6][CH:7]=1 |f:1.2|. Starting materials: FC=1C=C(C=CC1)C(CCCCN1CCC(CC1)C=1C=C(C=CC1)NC(C(C)C)=O)=O (N-(3-{1-[5-(3-fluorophenyl)-5-oxopentyl]-4-piperidinyl}phenyl)-2-methylpropanamide), Cl.COC1=CC=C(C=C1)NN (4-methoxyphenylhydrazine hydrochloride). The reactants are C(C1=CC=CC=C1)OC=1C=C(CCN)C=CC1OCC1=CC=CC=C1 (3,4-dibenzyloxyphenethylamine), ClC1=CC=C(NCC(=O)O)C=C1 (p-chloroanilinoacetic acid). The solvent is C1=CC=CC=C1 (benzene). Run at temperature 190 celsius, time 3 hour. Product: C(C1=CC=CC=C1)OC=1C=C(C=CC1OCC1=CC=CC=C1)CCNC(CNC1=CC=C(C=C1)Cl)=O (N-[2-(3,4-dibenzyloxyphenyl)ethyl]-2-(p-chloroanilino)acetamide). The yield is 50.4%. Reaction SMILES: [CH2:1]([O:8][C:9]1[CH:10]=[C:11]([CH:15]=[CH:16][C:17]=1[O:18][CH2:19][C:20]1[CH:25]=[CH:24][CH:23]=[CH:22][CH:21]=1)[CH2:12][CH2:13][NH2:14])[C:2]1[CH:7]=[CH:6][CH:5]=[CH:4][CH:3]=1.[Cl:26][C:27]1[CH:37]=[CH:36][C:30]([NH:31][CH2:32][C:33](O)=[O:34])=[CH:29][CH:28]=1>C1C=CC=CC=1>[CH2:1]([O:8][C:9]1[CH:10]=[C:11]([CH2:12][CH2:13][NH:14][C:33](=[O:34])[CH2:32][NH:31][C:30]2[CH:36]=[CH:37][C:27]([Cl:26])=[CH:28][CH:29]=2)[CH:15]=[CH:16][C:17]=1[O:18][CH2:19][C:20]1[CH:25]=[CH:24][CH:23]=[CH:22][CH:21]=1)[C:2]1[CH:3]=[CH:4][CH:5]=[CH:6][CH:7]=1. Procedure: A mixture of 3,4-dibenzyloxyphenethylamine (36.2 g) and p-chloroanilinoacetic acid (20 g) was stirred for 3 hours at 190° C. The reaction mixture was dissolved in benzene. The solution was washed with a diluted potassium carbonate aqueous solution and dried. The solvent was distilled off from the benzene solution and the residue obtained was purified by column chromatography on silica gel to give N-[2-(3,4-dibenzyloxyphenyl)ethyl]-2-(p-chloroanilino)acetamide (27.2 g), mp 121° C.